From a dataset of the Open Reaction Database (ORD), a public repository of structured organic reaction records. describe an organic reaction: reactants, conditions, products, and yield The solvent is CN(C=O)C (N,N-dimethylformamide). Yield: 62.2%. The reactants are O (water), FC1=CC=C(CO)C=C1 (p-fluorobenzyl alcohol), C(C)(C)(C)N1N=CC(=C(C1=O)C)Cl (2-t-butyl-5-chloro-4-methyl-3(2H)-pyridazinone), [H-].[Na+] (sodium hydride). Procedure details: To a solution of 0.63 g (0.005 mol) of p-fluorobenzyl alcohol dissolved in 20 ml of N,N-dimethylformamide was added 0.24 g of 55% sodium hydride at room temperature under stirring. After addition, the resulting mixture was further stirred at room temperature for fifteen minutes. The reaction liquid was added dropwise with 1.0 g of 2-t-butyl-5-chloro-4-methyl-3(2H)-pyridazinone, and was stirred at room temperature for eight hours. The reaction mixture was poured into 200 ml of water and then extr... As a reaction SMILES: [F:1][C:2]1[CH:9]=[CH:8][C:5]([CH2:6][OH:7])=[CH:4][CH:3]=1.[H-].[Na+].[C:12]([N:16]1[C:21](=[O:22])[C:20]([CH3:23])=[C:19](Cl)[CH:18]=[N:17]1)([CH3:15])([CH3:14])[CH3:13].O>CN(C)C=O>[C:12]([N:16]1[C:21](=[O:22])[C:20]([CH3:23])=[C:19]([O:7][CH2:6][C:5]2[CH:8]=[CH:9][C:2]([F:1])=[CH:3][CH:4]=2)[CH:18]=[N:17]1)([CH3:15])([CH3:13])[CH3:14] |f:1.2|. Product: C(C)(C)(C)N1N=CC(=C(C1=O)C)OCC1=CC=C(C=C1)F (2-t-butyl-5-(p-fluorobenzyloxy)-4-methyl-3(2H)-pyridazinone). Reactants: CCOC(C)=O, COC(=O)C(CCCC(=O)c1cc(F)c(F)c(F)c1)NC(=O)OC(C)(C)C, Cl. Yields the product COC(=O)C1CCCC(c2cc(F)c(F)c(F)c2)N1. As a reaction SMILES: [CH3:29][CH2:30][O:31][C:32](=[O:33])[CH3:34].[CH3:2][O:3][C:4]([CH:5]([CH2:6][CH2:7][CH2:8][C:9]([c:10]1[cH:11][c:12]([F:18])[c:13]([F:17])[c:14]([F:16])[cH:15]1)=[O:27])[NH:20][C:19]([O:21][C:22]([CH3:23])([CH3:24])[CH3:25])=[O:26])=[O:28].[ClH:1]>>[CH3:2][O:3][C:4]([CH:5]1[CH2:6][CH2:7][CH2:8][CH:9]([c:10]2[cH:11][c:12]([F:18])[c:13]([F:17])[c:14]([F:16])[cH:15]2)[NH:20]1)=[O:28]. Run in C(Cl)(Cl)Cl (chloroform). Product: C(C)OC(=O)N1CC2=CC=CC(=C2C1)CO (2-ethoxycarbonyl-4-hydroxymethylisoindoline). The reactants are C(C1=CC=CC=C1)N1CC2=CC=CC(=C2C1)CO (2-benzyl-4-hydroxymethylisoindoline), C([O-])([O-])=O.[Na+].[Na+] (sodium carbonate), ClC(=O)OCC (ethyl chloroformate). Reported procedure: To a mixture of 5.27 g of 2-benzyl-4-hydroxymethylisoindoline and 2.43 g of sodium carbonate in 25 ml of chloroform was added dropwise 2.49 g of ethyl chloroformate under ice-cooling while stirring. After stirring for 2 days at room temperature, the mixture was washed with water and concentrated. The residue was purified by chromatography on silica gel (chloroform/methanol =10/1) to obtain 3.25 g of 2-ethoxycarbonyl-4-hydroxymethylisoindoline. Yield: 66.7%. Reaction SMILES: C([N:8]1[CH2:16][C:15]2[C:10](=[CH:11][CH:12]=[CH:13][C:14]=2[CH2:17][OH:18])[CH2:9]1)C1C=CC=CC=1.C(=O)([O-])[O-].[Na+].[Na+].Cl[C:26]([O:28][CH2:29][CH3:30])=[O:27]>C(Cl)(Cl)Cl>[CH2:29]([O:28][C:26]([N:8]1[CH2:16][C:15]2[C:10](=[CH:11][CH:12]=[CH:13][C:14]=2[CH2:17][OH:18])[CH2:9]1)=[O:27])[CH3:30] |f:1.2.3|. Starting materials: CI (MeI), CC(C)(C)OC(=O)N1CCN(CC1)c2ccc(NC(=O)c3oc(cc3)c4ccc(cc4)C#N)cc2 (p-CN Core). Reagents/catalysts: O=S(=O)(O)O (H2SO4), CCN=P(N=P(N(C)C)(N(C)C)N(C)C)(N(C)C)N(C)C (P2-Et). Run in COCCOCCOC (diglyme), CN(C)C=O (DMF), CN(C)C=O (DMF), CN(C)C=O (DMF). Conditions: temperature 23 celsius, time 20 hour. The product is CN(C(=O)c1oc(cc1)c2ccc(cc2)C#N)c3ccc(cc3)N4CCNCC4 (MK2_Alk_13), CC(C)(C)OC(=O)N1CCN(CC1)c2ccc(NC(=O)c3oc(cc3)c4ccc(cc4)C#N)cc2 (p-CN Core), CC(C)(C)OC(=O)N1CCN(CC1)c2ccc(NC(=O)c3oc(cc3)c4ccc(cc4)C#N)cc2 (MK2_Core_CN). The yield is 39.0%.